From a dataset of the Open Reaction Database (ORD), a public repository of structured organic reaction records. describe an organic reaction: reactants, conditions, products, and yield The reactants are O=C([O-])[O-], CCOc1c(Cl)cc(NC(=O)OC(C)(C)C)cc1Cl, [K+], [K+], O, O=C(O)C(F)(F)F. Yields the product CCOc1c(Cl)cc(N)cc1Cl. Reaction SMILES: [C:27](=[O:28])([O-:29])[O-:30].[C:8]([O:9][C:10](=[O:11])[NH:14][c:15]1[cH:16][c:17]([Cl:25])[c:18]([O:22][CH2:23][CH3:24])[c:19]([Cl:21])[cH:20]1)([CH3:12])([CH3:13])[CH3:26].[K+:31].[K+:32].[OH2:33].[OH:1][C:2]([C:3]([F:4])([F:5])[F:6])=[O:7]>>[NH2:14][c:15]1[cH:16][c:17]([Cl:25])[c:18]([O:22][CH2:23][CH3:24])[c:19]([Cl:21])[cH:20]1.